Task: describe an organic reaction: reactants, conditions, products, and yield. Dataset: the Open Reaction Database (ORD), a public repository of structured organic reaction records Reactants: Cl (HCl), [OH-].[Na+] (NaOH), C1(CC1)N1C=CC2=C(C=C(C=C12)C(=O)N1CCC2(CC1)OC1=CC=C(C=C1C(C2)=O)C=2C=NN(C2)C)N2CCC(CC2)C(=O)OCC (ethyl 1-(1-cyclopropyl-6-{[6-(1-methyl-1H-pyrazol-4-yl)-4-oxospiro[chroman-2,4′-piperidin]-1′-yl]carbonyl}-1H-indol-4-yl)piperidine-4-carboxylate), CO (MeOH). Solvent: C1CCOC1 (THF). Conditions: time 8 hour. The product is C1(CC1)N1C=CC2=C(C=C(C=C12)C(=O)N1CCC2(CC1)OC1=CC=C(C=C1C(C2)=O)C=2C=NN(C2)C)N2CCC(CC2)C(=O)O (1-(1-Cyclopropyl-6-{[6-(1-methyl-1H-pyrazol-4-yl)-4-oxospiro[chroman-2,4′-piperidin]-1′-yl]carbonyl}-1H-indol-4-yl)piperidine-4-carboxylic acid). Isolated yield 35.7%. RXN SMILES: [OH-].[Na+].[CH:3]1([N:6]2[C:14]3[C:9](=[C:10]([N:39]4[CH2:44][CH2:43][CH:42]([C:45]([O:47]CC)=[O:46])[CH2:41][CH2:40]4)[CH:11]=[C:12]([C:15]([N:17]4[CH2:22][CH2:21][C:20]5([CH2:31][C:30](=[O:32])[C:29]6[C:24](=[CH:25][CH:26]=[C:27]([C:33]7[CH:34]=[N:35][N:36]([CH3:38])[CH:37]=7)[CH:28]=6)[O:23]5)[CH2:19][CH2:18]4)=[O:16])[CH:13]=3)[CH:8]=[CH:7]2)[CH2:5][CH2:4]1.CO.Cl>C1COCC1>[CH:3]1([N:6]2[C:14]3[C:9](=[C:10]([N:39]4[CH2:44][CH2:43][CH:42]([C:45]([OH:47])=[O:46])[CH2:41][CH2:40]4)[CH:11]=[C:12]([C:15]([N:17]4[CH2:18][CH2:19][C:20]5([CH2:31][C:30](=[O:32])[C:29]6[C:24](=[CH:25][CH:26]=[C:27]([C:33]7[CH:34]=[N:35][N:36]([CH3:38])[CH:37]=7)[CH:28]=6)[O:23]5)[CH2:21][CH2:22]4)=[O:16])[CH:13]=3)[CH:8]=[CH:7]2)[CH2:4][CH2:5]1 |f:0.1|. Procedure details: Aqueous 1N NaOH (0.409 ml, 0.409 mmol) was added to a stirred solution of ethyl 1-(1-cyclopropyl-6-{[6-(1-methyl-1H-pyrazol-4-yl)-4-oxospiro[chroman-2,4′-piperidin]-1′-yl]carbonyl}-1H-indol-4-yl)piperidine-4-carboxylate in THF (1 ml)-MeOH (1 ml) and the mixture was stirred at room temperature overnight. Aqueous 1N HCl (0.409 ml) was added to the mixture and the solvent was evaporated under reduced pressure. The residue was suspended in CHCl3-MeOH (8:2) and the mixture stirred for 1 h. at room te... The reactants are O=Cc1cccc(Br)c1, C=C(C)C, CC#N, CCOC(C)=O, Nc1ccc(C(F)(F)F)cc1, O=S(=O)([O-])C(F)(F)F, O=S(=O)([O-])C(F)(F)F, O=S(=O)([O-])C(F)(F)F, [Yb+3]. The product is CC1(C)CC(c2cccc(Br)c2)Nc2ccc(C(F)(F)F)cc21. As a reaction SMILES: [Br:12][c:13]1[cH:14][c:15]([CH:16]=[O:17])[cH:18][cH:19][cH:20]1.[CH2:21]=[C:22]([CH3:23])[CH3:24].[CH3:50][C:51]#[N:52].[CH3:53][CH2:54][O:55][C:56](=[O:57])[CH3:58].[F:1][C:2]([c:3]1[cH:4][cH:5][c:6]([NH2:9])[cH:7][cH:8]1)([F:10])[F:11].[F:25][C:26]([F:27])([F:28])[S:29]([O-:30])(=[O:31])=[O:32].[F:34][C:35]([F:36])([F:37])[S:38]([O-:39])(=[O:40])=[O:41].[F:42][C:43]([F:44])([F:45])[S:46]([O-:47])(=[O:48])=[O:49].[Yb+3:33]>>[F:1][C:2]([c:3]1[cH:4][c:5]2[c:6]([cH:7][cH:8]1)[NH:9][CH:16]([c:15]1[cH:14][c:13]([Br:12])[cH:20][cH:19][cH:18]1)[CH2:21][C:22]2([CH3:23])[CH3:24])([F:10])[F:11]. Reactants: BrC1=C(OC2=CC(=NC=C2)C(F)(F)F)C=CC=C1 (4-(2-bromophenoxy)-2-(trifluoromethyl)pyridine), FC1=C(C=CC(=C1)B1OC(C(O1)(C)C)(C)C)C=1C=NC(=NC1)N (5-(2-fluoro-4-(4,4,5,5-tetramethyl-1,3,2-dioxaborolan-2-yl)phenyl)pyrimidin-2-amine). The product is FC=1C=C(C=CC1C=1C=NC(=NC1)N)C1=C(C=CC=C1)OC1=CC(=NC=C1)C(F)(F)F (5-(3-Fluoro-2′-{[2-(trifluoromethyl)pyridin-4-yl]oxy}biphenyl-4-yl)pyrimidin-2-amine). RXN SMILES: Br[C:2]1[CH:18]=[CH:17][CH:16]=[CH:15][C:3]=1[O:4][C:5]1[CH:10]=[CH:9][N:8]=[C:7]([C:11]([F:14])([F:13])[F:12])[CH:6]=1.[F:19][C:20]1[CH:25]=[C:24](B2OC(C)(C)C(C)(C)O2)[CH:23]=[CH:22][C:21]=1[C:35]1[CH:36]=[N:37][C:38]([NH2:41])=[N:39][CH:40]=1>>[F:19][C:20]1[CH:25]=[C:24]([C:2]2[CH:18]=[CH:17][CH:16]=[CH:15][C:3]=2[O:4][C:5]2[CH:10]=[CH:9][N:8]=[C:7]([C:11]([F:14])([F:13])[F:12])[CH:6]=2)[CH:23]=[CH:22][C:21]=1[C:35]1[CH:40]=[N:39][C:38]([NH2:41])=[N:37][CH:36]=1. Procedure: The title compound was prepared in a manner similar to that described in Example 88 using 4-(2-bromophenoxy)-2-(trifluoromethyl)pyridine and 5-(2-fluoro-4-(4,4,5,5-tetramethyl-1,3,2-dioxaborolan-2-yl)phenyl)pyrimidin-2-amine. MS (ESI): mass calcd. for C22H14F4N4O, 426.11; m/z found, 426.9 [M+H]+. 1H NMR (400 MHz, DMSO-d6) 58.51 (d, J=5.7, 1H), 8.38 (d, J=1.5, 2H), 7.62 (dd, J=7.6, 1.8, 1H), 7.56-7.42 (m, 3H), 7.38-7.30 (m, 4H), 7.04 (dd, J=5.6, 2.4, 1H), 6.84 (s, 2H). Reactants: O1CCC(CC1)CC(=O)Cl (tetrahydropyran-4-ylacetyl chloride), [NH4+].[OH-] (NH4OH). Solvent: C1CCOC1 (THF). Run at time 8 hour. Yields the product O1CCC(CC1)CC(=O)N (2-(tetrahydro-2H-pyran-4-yl)acetamide). Isolated yield 116.0%. RXN SMILES: [O:1]1[CH2:6][CH2:5][CH:4]([CH2:7][C:8](Cl)=[O:9])[CH2:3][CH2:2]1.[NH4+:11].[OH-]>C1COCC1>[O:1]1[CH2:6][CH2:5][CH:4]([CH2:7][C:8]([NH2:11])=[O:9])[CH2:3][CH2:2]1 |f:1.2|. Procedure details: A 0° C. solution of tetrahydropyran-4-ylacetyl chloride (0.500 g, 3.07 mmol) in THF (25 mL) was treated drop-wise with NH4OH (˜15M, 2.05 mL, ˜30.7 mmol), allowed to warm to RT and stirred overnight. The mixture was concentrated to dryness, co-evaporated with IPA (2×), then suspended in IPA and the solids removed via filtration. The filtrate was concentrated to dryness to afford 2-(tetrahydro-2H-pyran-4-yl)acetamide (510 mg, 116%) as a white solid. 1H NMR (400 MHz, DMSO-d6): δ 7.25 (s, 1H), 6.73 ... The reactants are OC1=CC=C2C(=C(N(C2=C1)CC1=CC=CC=C1)C)CC(=O)N (6-hydroxy-2-methyl-1-(phenylmethyl)-1H-indole-3-acetamide), [H-].[Na+] (NaH), BrCCCC(=O)OCC (ethyl 4-bromobutyrate), C(Cl)Cl.CO.CCCCCC (CH2Cl2 MeOH hexane). Solvent: O (water). Conditions: time 2 hour. The product is C(C)OC(CCCOC1=CC=C2C(=C(N(C2=C1)CC1=CC=CC=C1)C)CC(=O)N)=O (4-[[3-(2-amino-2-oxoethyl)-2-methyl-1-(phenylmethyl)-1H-indol-6-yl]oxy]butanoic acid ethyl ester). Isolated yield 55.8%. As a reaction SMILES: [OH:1][C:2]1[CH:10]=[C:9]2[C:5]([C:6]([CH2:19][C:20]([NH2:22])=[O:21])=[C:7]([CH3:18])[N:8]2[CH2:11][C:12]2[CH:17]=[CH:16][CH:15]=[CH:14][CH:13]=2)=[CH:4][CH:3]=1.[H-].[Na+].Br[CH2:26][CH2:27][CH2:28][C:29]([O:31][CH2:32][CH3:33])=[O:30].C(Cl)Cl.CO.CCCCCC>O>[CH2:32]([O:31][C:29](=[O:30])[CH2:28][CH2:27][CH2:26][O:1][C:2]1[CH:10]=[C:9]2[C:5]([C:6]([CH2:19][C:20]([NH2:22])=[O:21])=[C:7]([CH3:18])[N:8]2[CH2:11][C:12]2[CH:17]=[CH:16][CH:15]=[CH:14][CH:13]=2)=[CH:4][CH:3]=1)[CH3:33] |f:1.2,4.5.6|. Procedure: A solution of 294 mg (1 mmol) of 6-hydroxy-2-methyl-1-(phenylmethyl)-1H-indole-3-acetamide was treated with 40 mg (1 mmol) of 60% NaH/mineral oil and after 1 hours, 0.15 mL (1 mmol) of ethyl 4-bromobutyrate was added. The mixture was stirred for 2 hours, diluted with water and extracted with EtOAc. The EtOAc solution was washed with NaCl solution, dried (MgSO4), and concentrated at reduced pressure. The residue was chromatographed on silica eluting with EtOAc to give (after crystallizing from CH... Starting materials: OC=1C=CC(=NC1)OC1=CC=C(C=C1)CCC(C)NC(C)=O (N-{3-[4-(5-Hydroxypyridin-2-yloxy)phenyl]-1-methylpropyl}acetamide), IC(C)C (2-iodopropane), C([O-])([O-])=O.[Cs+].[Cs+] (cesium carbonate). The solvent is CN(C)C=O (DMF). The product is C(C)(C)OC=1C=CC(=NC1)OC1=CC=C(C=C1)CCC(C)NC(C)=O (N-{3-[4-(5-Isopropoxypyridin-2-yloxy)phenyl]-1-methylpropyl}acetamide). RXN SMILES: [OH:1][C:2]1[CH:3]=[CH:4][C:5]([O:8][C:9]2[CH:14]=[CH:13][C:12]([CH2:15][CH2:16][CH:17]([NH:19][C:20](=[O:22])[CH3:21])[CH3:18])=[CH:11][CH:10]=2)=[N:6][CH:7]=1.I[CH:24]([CH3:26])[CH3:25].C(=O)([O-])[O-].[Cs+].[Cs+]>CN(C=O)C>[CH:24]([O:1][C:2]1[CH:3]=[CH:4][C:5]([O:8][C:9]2[CH:14]=[CH:13][C:12]([CH2:15][CH2:16][CH:17]([NH:19][C:20](=[O:22])[CH3:21])[CH3:18])=[CH:11][CH:10]=2)=[N:6][CH:7]=1)([CH3:26])[CH3:25] |f:2.3.4|. Procedure details: N-{3-[4-(5-Hydroxypyridin-2-yloxy)phenyl]-1-methylpropyl}acetamide (50 mg, 166 μmol), 2-iodopropane (28 mg, 166 μmol) and cesium carbonate (135 mg, 416 μmol) were stirred in 3 ml of DMF at 50° C. for 3 h. The reaction mixture was concentrated in vacuo, and the residue was purified by preparative HPLC (PR18, acetonitrile/water 0.1% TFA). Yield: 35 mg (61%), M+H+: 343.16. Starting materials: COC(=O)c1ccc(OC)c(C#N)c1, [Li+], C1CCOC1, [OH-], O, O. The product is COc1ccc(C(=O)O)cc1C#N. As a reaction SMILES: [C:1](#[N:2])[c:3]1[cH:4][c:5]([C:6](=[O:7])[O:8][CH3:9])[cH:10][cH:11][c:12]1[O:13][CH3:14].[Li+:17].[O:18]1[CH2:19][CH2:20][CH2:21][CH2:22]1.[OH-:16].[OH2:15].[OH2:23]>>[C:1](#[N:2])[c:3]1[cH:4][c:5]([C:6](=[O:7])[OH:8])[cH:10][cH:11][c:12]1[O:13][CH3:14]. The reactants are ClC1=C(C=CC(=C1)C#N)C (2-chloro-4-cyanotoluene), [Li+].CC(C)[N-]C(C)C (LDA), O1CCC2=C1C(=CC=C2)C(CC=O)(C)C (3-(2,3-dihydrobenzofur-7-yl)-3-methylbutanal), [Cl-].[NH4+] (ammonium chloride). Solvent: C1CCOC1.CN1CCCN(C1=O)C (THF DMPU), C1CCOC1 (THF). Run at time 30 minute. Yields the product ClC1=C(C=CC(=C1)C#N)CC(CC(C)(C)C1=CC=CC=2CCOC21)O (1-(2-chloro-4-cyanophenyl)-4-(2,3-dihydrobenzofur-7-yl)-4-methyl-2-pentanol). Yield: 66.0%. As a reaction SMILES: [Cl:1][C:2]1[CH:7]=[C:6]([C:8]#[N:9])[CH:5]=[CH:4][C:3]=1[CH3:10].[Li+].CC([N-]C(C)C)C.[O:19]1[C:23]2[C:24]([C:28]([CH3:33])([CH3:32])[CH2:29][CH:30]=[O:31])=[CH:25][CH:26]=[CH:27][C:22]=2[CH2:21][CH2:20]1.[Cl-].[NH4+]>C1COCC1.CN1C(=O)N(C)CCC1.C1COCC1>[Cl:1][C:2]1[CH:7]=[C:6]([C:8]#[N:9])[CH:5]=[CH:4][C:3]=1[CH2:10][CH:30]([OH:31])[CH2:29][C:28]([C:24]1[C:23]2[O:19][CH2:20][CH2:21][C:22]=2[CH:27]=[CH:26][CH:25]=1)([CH3:33])[CH3:32] |f:1.2,4.5,6.7|. Procedure details: A solution of 2-chloro-4-cyanotoluene (606 mg) in THF/DMPU (1:1, 8 mL) was treated dropwise with LDA (1.8 M in heptane/ethylbenzene/THF, 2.44 mL) at −78° C. After 30 minutes, 3-(2,3-dihydrobenzofur-7-yl)-3-methylbutanal (400 mg) was added in THF (1 mL) and the mixture was subsequently warmed to room temperature. After 1 hour, 5 mL of saturated ammonium chloride solution was added. The organic phase was separated and the aqueous layer was extracted with 20 mL of ethyl acetate. The combined organi... Reactants: ClC=1C=C(C#N)C=C(C1F)F (3-chloro-4,5-difluorobenzonitrile), C1(=CC=CC=C1)OC1=CC=CC=C1 (diphenyl ether), [K] (potassium), COC(C1=C(C=CC(=C1)O)[N+](=O)[O-])=O (methyl-5-hydroxy-2-nitrobenzoate). Run in CN1C(CCC1)=O (N-methyl-2-pyrrolidone). Yields the product COC(C1=C(C=CC(=C1)OC1=C(C=C(C=C1F)C#N)Cl)[N+](=O)[O-])=O (methyl-5-(2-chloro-4-cyano-6-fluoro-phenoxy)-2-nitro-benzoate). As a reaction SMILES: [Cl:1][C:2]1[CH:3]=[C:4]([CH:7]=[C:8]([F:11])[C:9]=1F)[C:5]#[N:6].C1(OC2C=CC=CC=2)C=CC=CC=1.[K].[CH3:26][O:27][C:28](=[O:39])[C:29]1[CH:34]=[C:33]([OH:35])[CH:32]=[CH:31][C:30]=1[N+:36]([O-:38])=[O:37]>CN1CCCC1=O>[CH3:26][O:27][C:28](=[O:39])[C:29]1[CH:34]=[C:33]([O:35][C:9]2[C:8]([F:11])=[CH:7][C:4]([C:5]#[N:6])=[CH:3][C:2]=2[Cl:1])[CH:32]=[CH:31][C:30]=1[N+:36]([O-:38])=[O:37] |^1:24|. Reported procedure: The product 3-chloro-4,5-difluorobenzonitrile, prepared for example as set forth in Example 3, above, is a useful intermediate for the preparation of various end products especially for the preparation of diphenyl ether herbicides. Thus, for example, this compound may be further reacted with the potassium salt of methyl-5-hydroxy-2-nitrobenzoate in a solvent, such as N-methyl-2-pyrrolidone at a temperature of about 120° to 180° Celsius to form methyl-5-(2-chloro-4-cyano-6-fluoro-phenoxy)-2-nitro...